From a dataset of the Open Reaction Database (ORD), a public repository of structured organic reaction records. describe an organic reaction: reactants, conditions, products, and yield The reactants are C(C)(C)(C)OC(NC1=C(C=C(C=C1)C(C)C)N)=O ((2-amino-4-isopropyl-phenyl)-carbamic acid tert.-butyl ester), CC1(OC(C=C(O1)C=1C=C(C#N)C=CC1)=O)C (3-(2,2-dimethyl-6-oxo-6H-[1,3]dioxin-4-yl)-benzonitrile). Yields the product C(C)(C)(C)OC(NC1=C(C=C(C=C1)C(C)C)NC(CC(=O)C1=CC(=CC=C1)C#N)=O)=O ({2-[3-(3-Cyano-phenyl)-3-oxo-propionylamino]-4-isopropyl-phenyl}-carbamic acid tert.-butyl ester). As a reaction SMILES: [C:1]([O:5][C:6](=[O:18])[NH:7][C:8]1[CH:13]=[CH:12][C:11]([CH:14]([CH3:16])[CH3:15])=[CH:10][C:9]=1[NH2:17])([CH3:4])([CH3:3])[CH3:2].CC1(C)[O:25][C:24]([C:26]2[CH:27]=[C:28]([CH:31]=[CH:32][CH:33]=2)[C:29]#[N:30])=[CH:23][C:22](=O)[O:21]1>>[C:1]([O:5][C:6](=[O:18])[NH:7][C:8]1[CH:13]=[CH:12][C:11]([CH:14]([CH3:15])[CH3:16])=[CH:10][C:9]=1[NH:17][C:22](=[O:21])[CH2:23][C:24]([C:26]1[CH:33]=[CH:32][CH:31]=[C:28]([C:29]#[N:30])[CH:27]=1)=[O:25])([CH3:2])([CH3:4])[CH3:3]. Procedure details: Prepared from (2-amino-4-isopropyl-phenyl)-carbamic acid tert.-butyl ester (Example G47) and 3-(2,2-dimethyl-6-oxo-6H-[1,3]dioxin-4-yl)-benzonitrile (Example J4) according to the general procedure K. Obtained as a light red solid (100 mg). Starting materials: Cc1ccccc1, CCO, O=C(Cl)c1ccc(C2CCCCC2)cc1, O=C(N=C=S)c1ccc(C2CCCCC2)cc1, O=C(O)c1ccc(C2CCCCC2)cc1, COc1cc2nccc(Oc3ccc(N)cc3Cl)c2cc1OC, O=S(Cl)Cl. The product is COc1cc2nccc(Oc3ccc(NC(=S)NC(=O)c4ccc(C5CCCCC5)cc4)cc3Cl)c2cc1OC. RXN SMILES: [CH3:75][c:76]1[cH:77][cH:78][cH:79][cH:80][cH:81]1.[CH3:82][CH2:83][OH:84].[CH:20]1([c:21]2[cH:22][cH:23][c:24]([C:25]([Cl:26])=[O:27])[cH:28][cH:29]2)[CH2:30][CH2:31][CH2:32][CH2:33][CH2:34]1.[CH:58]1([c:64]2[cH:65][cH:66][c:67]([C:70](=[O:71])[N:72]=[C:73]=[S:74])[cH:68][cH:69]2)[CH2:59][CH2:60][CH2:61][CH2:62][CH2:63]1.[CH:5]1([c:6]2[cH:7][cH:8][c:9]([C:10]([OH:11])=[O:12])[cH:13][cH:14]2)[CH2:15][CH2:16][CH2:17][CH2:18][CH2:19]1.[Cl:35][c:36]1[cH:37][c:38]([NH2:39])[cH:40][cH:41][c:42]1[O:43][c:44]1[cH:45][cH:46][n:47][c:48]2[cH:49][c:50]([O:56][CH3:57])[c:51]([O:54][CH3:55])[cH:52][c:53]12.[S:1]([Cl:2])([Cl:3])=[O:4]>>[Cl:35][c:36]1[cH:37][c:38]([NH:39][C:73]([NH:72][C:70]([c:67]2[cH:66][cH:65][c:64]([CH:58]3[CH2:59][CH2:60][CH2:61][CH2:62][CH2:63]3)[cH:69][cH:68]2)=[O:71])=[S:74])[cH:40][cH:41][c:42]1[O:43][c:44]1[cH:45][cH:46][n:47][c:48]2[cH:49][c:50]([O:56][CH3:57])[c:51]([O:54][CH3:55])[cH:52][c:53]12. Reactants: O=C(Nc1c[nH]c2ncc(Br)c(F)c12)C1CC1, CCCCO, CC(C)(C)OC(=O)NC1CCCCNC1. Yields the product CC(C)(C)OC(=O)NC1CCCCN(c2c(Br)cnc3[nH]cc(NC(=O)C4CC4)c23)C1. RXN SMILES: [Br:16][c:17]1[c:18]([F:32])[c:19]2[c:20]([n:21][cH:22]1)[nH:23][cH:24][c:25]2[NH:26][C:27](=[O:28])[CH:29]1[CH2:30][CH2:31]1.[CH2:33]([OH:34])[CH2:35][CH2:36][CH3:37].[NH:1]1[CH2:2][CH:3]([NH:8][C:9]([O:10][C:11]([CH3:12])([CH3:13])[CH3:14])=[O:15])[CH2:4][CH2:5][CH2:6][CH2:7]1>>[N:1]1([c:18]2[c:17]([Br:16])[cH:22][n:21][c:20]3[c:19]2[c:25]([NH:26][C:27](=[O:28])[CH:29]2[CH2:30][CH2:31]2)[cH:24][nH:23]3)[CH2:2][CH:3]([NH:8][C:9]([O:10][C:11]([CH3:12])([CH3:13])[CH3:14])=[O:15])[CH2:4][CH2:5][CH2:6][CH2:7]1. The reactants are BrC=1N(C=CC1)C1=C(C=C(C#N)C=C1)C (4-(2-bromo-1H-pyrrol-1-yl)-3-methylbenzonitrile), ice water, C([O-])([O-])=O.[Na+].[Na+] (sodium carbonate), resultant mixture, P(=O)(Cl)(Cl)Cl (phosphorus oxychloride). Solvent: CN(C)C=O (DMF), CN(C)C=O (DMF). Reaction conditions: time 1.5 hour. Product: BrC=1N(C(=CC1)C=O)C1=C(C=C(C#N)C=C1)C (4-(2-bromo-5-formyl-1H-pyrrol-1-yl)-3-methylbenzonitrile). The yield is 58.0%. As a reaction SMILES: P(Cl)(Cl)(Cl)=O.[Br:6][C:7]1[N:8]([C:12]2[CH:19]=[CH:18][C:15]([C:16]#[N:17])=[CH:14][C:13]=2[CH3:20])[CH:9]=[CH:10][CH:11]=1.[C:21](=O)([O-])[O-:22].[Na+].[Na+]>CN(C=O)C>[Br:6][C:7]1[N:8]([C:12]2[CH:19]=[CH:18][C:15]([C:16]#[N:17])=[CH:14][C:13]=2[CH3:20])[C:9]([CH:21]=[O:22])=[CH:10][CH:11]=1 |f:2.3.4|. Procedure details: DMF (0.1 mL) was added to phosphorus oxychloride (0.5 mL, 5.2 mmol) at 0° C., and the mixture was stirred at room temperature for 1.5 h. At 0° C., a solution of compound 50B (100 mg. 0.36 mmol) in DMF (2 mL) was added, and the resultant mixture was stirred at room temperature for 30 min. The reaction mixture was poured into ice-water, adjusted to pH=8 with saturated aqueous sodium carbonate solution, and extracted with ethyl acetate (10 mL×3). The combined organic layers were washed with brine (... Starting materials: CCO, COc1nc2ccc(Cl)cc2[n+]([O-])n1, [H][H]. Yields the product COc1nnc2cc(Cl)ccc2n1. RXN SMILES: [CH3:17][CH2:18][OH:19].[CH3:1][O:2][c:3]1[n:4][n+:5]([O-:14])[c:6]2[c:7]([n:8]1)[cH:9][cH:10][c:11]([Cl:13])[cH:12]2.[H:15][H:16]>>[CH3:1][O:2][c:3]1[n:4][n:5][c:6]2[c:7]([n:8]1)[cH:9][cH:10][c:11]([Cl:13])[cH:12]2. Reactants: ClC1=CC2=C(N=C(O2)C2=C(C=NC=C2)F)C=C1C(F)(F)F (6-chloro-2-(3-fluoropyridin-4-yl)-5-(trifluoromethyl)benzoxazole), C([O-])([O-])=O.[K+].[K+] (potassium carbonate), CO (methanol). The solvent is O (Water). Run at temperature 60 celsius. Product: ClC1=CC2=C(N=C(O2)C2=C(C=NC=C2)OC)C=C1C(F)(F)F (6-chloro-2-(3-methoxypyridin-4-yl)-5-(trifluoromethyl)benzoxazole). Yield: 44.7%. Reaction SMILES: [Cl:1][C:2]1[C:17]([C:18]([F:21])([F:20])[F:19])=[CH:16][C:5]2[N:6]=[C:7]([C:9]3[CH:14]=[CH:13][N:12]=[CH:11][C:10]=3F)[O:8][C:4]=2[CH:3]=1.[C:22](=O)([O-])[O-:23].[K+].[K+].CO>O>[Cl:1][C:2]1[C:17]([C:18]([F:21])([F:20])[F:19])=[CH:16][C:5]2[N:6]=[C:7]([C:9]3[CH:14]=[CH:13][N:12]=[CH:11][C:10]=3[O:23][CH3:22])[O:8][C:4]=2[CH:3]=1 |f:1.2.3|. Procedure details: A mixture of 0.28 g of 6-chloro-2-(3-fluoropyridin-4-yl)-5-(trifluoromethyl)benzoxazole, 0.24 g of potassium carbonate and 3 ml of methanol was stirred while heating at 60° C. for two hours. Water was added to the reaction mixture, followed by extraction with ethyl acetate twice. The combined organic layers were washed with a saturated sodium chloride solution, dried over anhydrous magnesium sulfate, and concentrated under reduced pressure. The residue was subjected to silica gel column chromato...